Dataset: the Open Reaction Database (ORD), a public repository of structured organic reaction records. Task: describe an organic reaction: reactants, conditions, products, and yield Reactants: CC(C)(C)OC(N)=O, O=C([O-])[O-], C1CCOC1, CC1(C)c2cccc(P(c3ccccc3)c3ccccc3)c2Oc2c(P(c3ccccc3)c3ccccc3)cccc21, CCOC(=O)Cc1ccnc(Cl)c1, [Cs+], [Cs+], O=C(C=Cc1ccccc1)C=Cc1ccccc1, O=C(C=Cc1ccccc1)C=Cc1ccccc1, O=C(C=Cc1ccccc1)C=Cc1ccccc1, [Pd], [Pd]. The product is CCOC(=O)Cc1ccnc(NC(=O)OC(C)(C)C)c1. As a reaction SMILES: [C:14]([NH2:15])([O:16][C:17]([CH3:18])([CH3:19])[CH3:20])=[O:21].[C:64](=[O:65])([O-:66])[O-:67].[CH2:126]1[O:127][CH2:128][CH2:129][CH2:130]1.[CH3:22][C:23]1([CH3:24])[c:25]2[cH:26][cH:27][cH:28][c:29]([P:30]([c:31]3[cH:32][cH:33][cH:34][cH:35][cH:36]3)[c:37]3[cH:38][cH:39][cH:40][cH:41][cH:42]3)[c:43]2[O:44][c:45]2[c:46]1[cH:47][cH:48][cH:49][c:50]2[P:51]([c:52]1[cH:53][cH:54][cH:55][cH:56][cH:57]1)[c:58]1[cH:59][cH:60][cH:61][cH:62][cH:63]1.[Cl:1][c:2]1[n:3][cH:4][cH:5][c:6]([CH2:8][C:9](=[O:10])[O:11][CH2:12][CH3:13])[cH:7]1.[Cs+:68].[Cs+:69].[O:108]=[C:109]([CH:110]=[CH:111][c:112]1[cH:113][cH:114][cH:115][cH:116][cH:117]1)[CH:118]=[CH:119][c:120]1[cH:121][cH:122][cH:123][cH:124][cH:125]1.[O:72]=[C:73]([CH:74]=[CH:75][c:76]1[cH:77][cH:78][cH:79][cH:80][cH:81]1)[CH:82]=[CH:83][c:84]1[cH:85][cH:86][cH:87][cH:88][cH:89]1.[O:90]=[C:91]([CH:92]=[CH:93][c:94]1[cH:95][cH:96][cH:97][cH:98][cH:99]1)[CH:100]=[CH:101][c:102]1[cH:103][cH:104][cH:105][cH:106][cH:107]1.[Pd:70].[Pd:71]>>[c:2]1([NH:15][C:14]([O:16][C:17]([CH3:18])([CH3:19])[CH3:20])=[O:21])[n:3][cH:4][cH:5][c:6]([CH2:8][C:9](=[O:10])[O:11][CH2:12][CH3:13])[cH:7]1. Starting materials: CO\N=C\1/C(CN(CC1)C(=O)OC(C)(C)C)COC (1,1-dimethylethyl (4Z)-4-[(methyloxy)imino]-3-[(methyloxy)methyl]-1-piperidinecarboxylate). Reagents/catalysts: [Ni] (raney-nickel). The solvent is CO (methanol). Run at time 16 hour. The product is NC1C(CN(CC1)C(=O)OC(C)(C)C)COC (1,1-dimethylethyl 4-amino-3-[(methyloxy)methyl]-1-piperidinecarboxylate). As a reaction SMILES: CO/[N:3]=[C:4]1\[CH:5]([CH2:17][O:18][CH3:19])[CH2:6][N:7]([C:10]([O:12][C:13]([CH3:16])([CH3:15])[CH3:14])=[O:11])[CH2:8][CH2:9]\1>CO.[Ni]>[NH2:3][CH:4]1[CH2:9][CH2:8][N:7]([C:10]([O:12][C:13]([CH3:14])([CH3:15])[CH3:16])=[O:11])[CH2:6][CH:5]1[CH2:17][O:18][CH3:19]. Reported procedure: 1,1-dimethylethyl (4Z)-4-[(methyloxy)imino]-3-[(methyloxy)methyl]-1-piperidinecarboxylate D32 (1.2 g) was dissolved in methanol (40 ml), raney-nickel (0.6 g) was added under nitrogen. The reaction mixture was then hydrogenated at atmospheric pressure for 16 hours. The raney-nickel was filtered off and the solution was evaporated in vacuo to afford a yellow oil of desired product D33 in 0.7 g. LCMS [M+H] 245.2 [M-56+H] 189.1@1.36 min (5 min run) The reactants are C(C)(C)(C)O[C@H](C(=O)OCC)C1=C2N3CCC(OCCCC[C@@H](OC=4C=C(C=CC4C(OCC4=NN2C(N=C1C)=C4)C)C)C)(CC3)C (ethyl (2S)-2-(tert-butoxy)-2-[(20S)-4,12,16,20,26-pentamethyl-11,19,25-trioxa-1,5,7,8-tetraazapentacyclo[24.2.2.16,9.02,7.013,18]hentriaconta-2,4,6(31),8,13(18),14,16-heptaen-3-yl]acetate), [OH-].[Na+] (sodium hydroxide). Solvent: CCO (EtOH). Yields the product C(C)(C)(C)O[C@H](C(=O)O)C1=C2N3CCC(OCCCC[C@@H](OC=4C=C(C=CC4[C@@H](OCC4=NN2C(N=C1C)=C4)C)C)C)(CC3)C ((2S)-2-(tert-butoxy)-2-[(12S,20S)-4,12,16,20,26pentamethyl-11,19,25-trioxa-1,5,7,8-tetraazapentacyclo[24.2.2.16,9.02,7.013,18]hentriaconta-2,4,6(31),8,13(18),14,16-heptaen-3-yl]acetic acid). Isolated yield 42.8%. Reaction SMILES: [C:1]([O:5][C@@H:6]([C:12]1[C:39]([CH3:40])=[N:38][C:37]2=[CH:41][C:34]3=[N:35][N:36]2[C:13]=1[N:14]1[CH2:46][CH2:45][C:17]([CH3:47])([O:18][CH2:19][CH2:20][CH2:21][CH2:22][C@H:23]([CH3:44])[O:24][C:25]2[CH:26]=[C:27]([CH3:43])[CH:28]=[CH:29][C:30]=2[CH:31]([CH3:42])[O:32][CH2:33]3)[CH2:16][CH2:15]1)[C:7]([O:9]CC)=[O:8])([CH3:4])([CH3:3])[CH3:2].[OH-].[Na+]>CCO>[C:1]([O:5][C@@H:6]([C:12]1[C:39]([CH3:40])=[N:38][C:37]2=[CH:41][C:34]3=[N:35][N:36]2[C:13]=1[N:14]1[CH2:15][CH2:16][C:17]([CH3:47])([O:18][CH2:19][CH2:20][CH2:21][CH2:22][C@H:23]([CH3:44])[O:24][C:25]2[CH:26]=[C:27]([CH3:43])[CH:28]=[CH:29][C:30]=2[C@H:31]([CH3:42])[O:32][CH2:33]3)[CH2:45][CH2:46]1)[C:7]([OH:9])=[O:8])([CH3:3])([CH3:2])[CH3:4] |f:1.2|. Procedure: A mixture of ethyl (2S)-2-(tert-butoxy)-2-[(20S)-4,12,16,20,26-pentamethyl-11,19,25-trioxa-1,5,7,8-tetraazapentacyclo[24.2.2.16,9.02,7.013,18]hentriaconta-2,4,6(31),8,13(18),14,16-heptaen-3-yl]acetate (10 mg, 0.015 mmol) and sodium hydroxide (0.077 mL, 0.077 mmol) in EtOH (2 mL) was refluxed for 2 h. It was then cooled to rt and purified by preparative HPLC to isolate the first eluting isomer (2S)-2-(tert-butoxy)-2-[(12S,20S)-4,12,16,20,26pentamethyl-11,19,25-trioxa-1,5,7,8-tetraazapentacyclo[24... Reactants: C12C3C(NC(C3C(CC1)O2)=O)=O (10-oxa-4-azatricyclo[5.2.1.02,6]decane-3,5-dione), BrCC#N (bromoacetonitrile), C1(C=CC(N1)=O)=O (maleimide), O1C=CC=C1 (furan). The solvent is CC(=O)C (acetone), CN(C)C=O (DMF). The product is O=C1C2C3CCC(C2C(N1CC#N)=O)O3 ((3,5-Dioxo-10-oxa-4-azatricyclo[5.2.1.02,6]dec-4-yl)acetonitrile). RXN SMILES: [CH:1]12[O:10][CH:7]([CH2:8][CH2:9]1)[CH:6]1[CH:2]2[C:3](=[O:12])[NH:4][C:5]1=[O:11].C1(=O)[NH:17][C:16](=O)[CH:15]=C1.O1C=CC=C1.BrCC#N>CC(C)=O.CN(C=O)C>[O:12]=[C:3]1[N:4]([CH2:15][C:16]#[N:17])[C:5](=[O:11])[CH:6]2[CH:2]1[CH:1]1[O:10][CH:7]2[CH2:8][CH2:9]1. Procedure: Synthesis took place in analogy to Example VI a from 10-oxa-4-azatricyclo[5.2.1.02,6]decane-3,5-dione (obtainable from maleimide and furan from Diels-Alder reaction for example as described by Padwa, A.; Dimitroff, M.; Waterson, A. G.; Wu, T.; J Org Chem 1997, 62, 4088-4096 and subsequent hydrogenation as described by Ansell, M. F.; Caton, M. P. L.; North, P. C.; Tetrahedron Lett. 1982, 23, 2811) and bromoacetonitrile with the exception that acetone was used as solvent in place of DMF. The subst... The reactants are O (Water), FCC(CF)OC=1C=C(C(=O)NC2=NN(C=C2)C)C=C(C1)O (3-{[2-fluoro-1-(fluoromethyl)ethyl]oxy}-5-hydroxy-N-(1-methyl-1H-pyrazol-3-yl)benzamide), CC(C)(C)[Si](OCCN(C(C1=C(C(=C(C=C1)F)F)F)=O)C)(C)C (N-(2-{[(1,1-dimethylethyl)(dimethyl)silyl]oxy}ethyl)-2,3,4-trifluoro-N-methylbenzamide), C([O-])([O-])=O.[K+].[K+] (potassium carbonate). The solvent is CC(=O)N(C)C (DMA). Conditions: time 2 hour. Product: FCC(CF)OC=1C=C(C(=O)NC2=NN(C=C2)C)C=C(C1)OC1=C(C2=C(C(N(CCO2)C)=O)C=C1)F (3-{[2-Fluoro-1-(fluoromethyl)ethyl]oxy}-5-[(9-fluoro-4-methyl-5-oxo-2,3,4,5-tetrahydro-1,4-benzoxazepin-8-yl)oxy]-N-(1-Methyl-1H-pyrazol-3-yl)benzamide). The yield is 3.1%. Reaction SMILES: [F:1][CH2:2][CH:3]([O:6][C:7]1[CH:8]=[C:9]([CH:19]=[C:20]([OH:22])[CH:21]=1)[C:10]([NH:12][C:13]1[CH:17]=[CH:16][N:15]([CH3:18])[N:14]=1)=[O:11])[CH2:4][F:5].CC([Si](C)(C)[O:28][CH2:29][CH2:30][N:31]([CH3:43])[C:32](=[O:42])[C:33]1[CH:38]=[CH:37][C:36](F)=[C:35]([F:40])[C:34]=1F)(C)C.C(=O)([O-])[O-].[K+].[K+].O>CC(N(C)C)=O>[F:5][CH2:4][CH:3]([O:6][C:7]1[CH:8]=[C:9]([CH:19]=[C:20]([O:22][C:36]2[CH:37]=[CH:38][C:33]3[C:32](=[O:42])[N:31]([CH3:43])[CH2:30][CH2:29][O:28][C:34]=3[C:35]=2[F:40])[CH:21]=1)[C:10]([NH:12][C:13]1[CH:17]=[CH:16][N:15]([CH3:18])[N:14]=1)=[O:11])[CH2:2][F:1] |f:2.3.4|. Reported procedure: A solution of 3-{[2-fluoro-1-(fluoromethyl)ethyl]oxy}-5-hydroxy-N-(1-methyl-1H-pyrazol-3-yl)benzamide (100 mg, 0.32 mmol), N-(2-{[(1,1-dimethylethyl)(dimethyl)silyl]oxy}ethyl)-2,3,4-trifluoro-N-methylbenzamide (112 mg, 0.32 mmol) and potassium carbonate (89 mg, 0.64 mmol) in DMA (2 mL) was heated in a microwave reactor for 2 hours. Water (20 mL) was added and the solution extracted with ethyl acetate. The ethyl acetate layer was washed with brine (20 mL), dried (MgSO4) and evaporated to a residu...